describe an organic reaction: reactants, conditions, products, and yield From a dataset of the Open Reaction Database (ORD), a public repository of structured organic reaction records. Reactants: COc1ccc(N2CCNCC2)cc1, CC1CC2C3CCC4=CC(=O)C=CC4(C)C3=CCC2(C)C1C(=O)CI. The product is COc1ccc(N2CCN(CC(=O)C3C(C)CC4C5CCC6=CC(=O)C=CC6(C)C5=CCC43C)CC2)cc1. RXN SMILES: [CH3:1][O:2][c:3]1[cH:4][cH:5][c:6]([N:9]2[CH2:10][CH2:11][NH:12][CH2:13][CH2:14]2)[cH:7][cH:8]1.[I:15][CH2:16][C:17]([CH:18]1[CH:19]([CH3:38])[CH2:20][CH:21]2[CH:22]3[CH2:23][CH2:24][C:25]4=[CH:26][C:27](=[O:37])[CH:28]=[CH:29][C:30]4([CH3:31])[C:32]3=[CH:33][CH2:34][C:35]12[CH3:36])=[O:39]>>[CH3:1][O:2][c:3]1[cH:4][cH:5][c:6]([N:9]2[CH2:10][CH2:11][N:12]([CH2:16][C:17]([CH:18]3[CH:19]([CH3:38])[CH2:20][CH:21]4[CH:22]5[CH2:23][CH2:24][C:25]6=[CH:26][C:27](=[O:37])[CH:28]=[CH:29][C:30]6([CH3:31])[C:32]5=[CH:33][CH2:34][C:35]34[CH3:36])=[O:39])[CH2:13][CH2:14]2)[cH:7][cH:8]1. Product: Cc1cc(Nc2nccc(C(F)(F)F)n2)cc(-c2cnc(C3CCS(=O)(=O)CC3)s2)c1. Reaction SMILES: [CH3:32][OH:33].[CH3:34][CH2:35][OH:36].[O:1]=[S:2]1(=[O:31])[CH2:3][CH2:4][C:5]([c:8]2[s:9][c:10](-[c:13]3[cH:14][c:15]([NH:20][c:21]4[n:22][cH:23][cH:24][c:25]([C:27]([F:28])([F:29])[F:30])[n:26]4)[cH:16][c:17]([CH3:19])[cH:18]3)[cH:11][n:12]2)=[CH:6][CH2:7]1>>[O:1]=[S:2]1(=[O:31])[CH2:3][CH2:4][CH:5]([c:8]2[s:9][c:10](-[c:13]3[cH:14][c:15]([NH:20][c:21]4[n:22][cH:23][cH:24][c:25]([C:27]([F:28])([F:29])[F:30])[n:26]4)[cH:16][c:17]([CH3:19])[cH:18]3)[cH:11][n:12]2)[CH2:6][CH2:7]1. The reactants are CO, CCO, Cc1cc(Nc2nccc(C(F)(F)F)n2)cc(-c2cnc(C3=CCS(=O)(=O)CC3)s2)c1. Starting materials: CC(C)(C)OC(=O)N1CC2CN(C(=O)OCc3ccccc3)CC2C1, CCOC(C)=O, Cl, [K+], [K+], O=C([O-])[O-], O. Product: O=C(OCc1ccccc1)N1CC2CNCC2C1. Reaction SMILES: [CH2:1]1[N:2]([C:16](=[O:17])[O:18][CH2:19][c:20]2[cH:21][cH:22][cH:23][cH:24][cH:25]2)[CH2:3][CH:4]2[CH:5]1[CH2:6][N:7]([C:9]([O:10][C:11]([CH3:12])([CH3:13])[CH3:14])=[O:15])[CH2:8]2.[CH3:34][CH2:35][O:36][C:37](=[O:38])[CH3:39].[ClH:26].[K+:27].[K+:28].[O-:29][C:30]([O-:31])=[O:32].[OH2:33]>>[CH2:1]1[N:2]([C:16](=[O:17])[O:18][CH2:19][c:20]2[cH:21][cH:22][cH:23][cH:24][cH:25]2)[CH2:3][CH:4]2[CH:5]1[CH2:6][NH:7][CH2:8]2. Reactants: Nc1ncc(Cl)cc1Br, COCCOC, [Cu+2], [K+], O=S(=O)([O-])[O-], [OH-], O, Oc1ccccc1. The product is Nc1ncc(Cl)cc1Oc1ccccc1. As a reaction SMILES: [Br:1][c:2]1[c:3]([NH2:9])[n:4][cH:5][c:6]([Cl:8])[cH:7]1.[CH2:19]([CH2:20][O:21][CH3:22])[O:23][CH3:24].[Cu+2:25].[K+:18].[O-:26][S:27](=[O:28])(=[O:29])[O-:30].[OH-:17].[OH2:31].[OH:10][c:11]1[cH:12][cH:13][cH:14][cH:15][cH:16]1>>[c:2]1([O:10][c:11]2[cH:12][cH:13][cH:14][cH:15][cH:16]2)[c:3]([NH2:9])[n:4][cH:5][c:6]([Cl:8])[cH:7]1.